This data is from the Open Reaction Database (ORD), a public repository of structured organic reaction records. The task is: describe an organic reaction: reactants, conditions, products, and yield RXN SMILES: [NH:1]1[CH2:6][CH2:5][CH:4]([CH2:7][O:8][C:9]2[CH:18]=[CH:17][CH:16]=[C:15]3[C:10]=2[C:11]([NH2:20])=[N:12][C:13]([NH2:19])=[N:14]3)[CH2:3][CH2:2]1.[F:21][C:22]1[CH:30]=[CH:29][CH:28]=[CH:27][C:23]=1[C:24](Cl)=[O:25]>>[NH2:19][C:13]1[N:12]=[C:11]([NH2:20])[C:10]2[C:15](=[CH:16][CH:17]=[CH:18][C:9]=2[O:8][CH2:7][CH:4]2[CH2:5][CH2:6][N:1]([C:24]([C:23]3[CH:27]=[CH:28][CH:29]=[CH:30][C:22]=3[F:21])=[O:25])[CH2:2][CH2:3]2)[N:14]=1. The reactants are N1CCC(CC1)COC1=C2C(=NC(=NC2=CC=C1)N)N (5-(piperidin-4-ylmethoxy)quinazoline-2,4-diamine), FC1=C(C(=O)Cl)C=CC=C1 (2-fluorobenzoyl chloride). The yield is 60.0%. Yields the product NC1=NC2=CC=CC(=C2C(=N1)N)OCC1CCN(CC1)C(=O)C1=C(C=CC=C1)F ([4-(2,4-Diaminoquinazolin-5-yloxymethyl)piperidin-1-yl](2-fluorophenyl)methanone). Procedure details: The amidation of 5-(piperidin-4-ylmethoxy)quinazoline-2,4-diamine (50 mg; 0.18 mmol) was carried out using 2-fluorobenzoyl chloride (57 mg; 0.36 mmol) via Method AA to yield 43 mg. (60% yield). 1HNMR (400 MHz, DMSO-d6) δ 7.49 (m, 1H), 7.33 (m, 4H), 7.17 (br s, 2H), 6.77 (d, J=8.0 Hz, 1H), 6.54 (d, J=8.0 Hz, 1H), 5.94 (br s, 2H), 4.56 (br d, J=12.8 Hz, 1H), 4.03 (d, J=6.0 Hz, 2H), 3.42 (br d, J=12.8 Hz, 1H), 3.12 (m, 1H), 2.86 (t, J=11.2 Hz, 1H), 2.22 (br s, 1H), 1.89 (br d, J=13.6 Hz, 1H), 1.73 ...